Dataset: the Open Reaction Database (ORD), a public repository of structured organic reaction records. Task: describe an organic reaction: reactants, conditions, products, and yield The reactants are NC(CCCCC(=O)OC)C1=C(C=CC=C1OC)OC (methyl 6-amino-6-(2,6-dimethoxyphenyl)hexanoate), N1=CC(=CC2=CC=CC=C12)C=O (quinoline-3-carbaldehyde). The product is COC1=C(C(=CC=C1)OC)C1CCCCC(N1CC=1C=NC2=CC=CC=C2C1)=O (7-(2,6-dimethoxyphenyl)-1-(quinolin-3-ylmethyl)azepan-2-one). Reaction SMILES: [NH2:1][CH:2]([C:11]1[C:16]([O:17][CH3:18])=[CH:15][CH:14]=[CH:13][C:12]=1[O:19][CH3:20])[CH2:3][CH2:4][CH2:5][CH2:6][C:7]([O:9]C)=O.[N:21]1[C:30]2[C:25](=[CH:26][CH:27]=[CH:28][CH:29]=2)[CH:24]=[C:23]([CH:31]=O)[CH:22]=1>>[CH3:20][O:19][C:12]1[CH:13]=[CH:14][CH:15]=[C:16]([O:17][CH3:18])[C:11]=1[CH:2]1[N:1]([CH2:31][C:23]2[CH:22]=[N:21][C:30]3[C:25]([CH:24]=2)=[CH:26][CH:27]=[CH:28][CH:29]=3)[C:7](=[O:9])[CH2:6][CH2:5][CH2:4][CH2:3]1. Procedure details: Prepared according to the described general procedure 1 (GP1) by reaction of methyl 6-amino-6-(2,6-dimethoxyphenyl)hexanoate with commercially available quinoline-3-carbaldehyde. Subsequent purification by preparative HPLC afforded the target compound. LC-MS (conditions A): tR=0.63 min.; [M+H]+: 391.18 g/mol. Starting materials: BrC=1C=C2C(=C(C=NC2=CC1)C(C(C)C)=O)N[C@@H]1CC[C@H](CC1)NC(OC(C)(C)C)=O (tert-butyl trans-4-(6-bromo-3-isobutyrylquinolin-4-ylamino)cyclohexylcarbamate), CC1(OB(OC1(C)C)C=1C=CC(=NC1)C#N)C (5-(4,4,5,5-tetramethyl-1,3,2-dioxaborolan-2-yl)picolinonitrile). Yields the product C(#N)C1=CC=C(C=N1)C=1C=C2C(=C(C=NC2=CC1)C(C(C)C)=O)N[C@@H]1CC[C@H](CC1)NC(OC(C)(C)C)=O (tert-Butyl trans-4-[6-(6-cyanopyridin-3-yl)-3-isobutyrylquinolin-4-ylamino]cyclohexylcarbamate). Yield: 98.4%. RXN SMILES: Br[C:2]1[CH:3]=[C:4]2[C:9](=[CH:10][CH:11]=1)[N:8]=[CH:7][C:6]([C:12](=[O:16])[CH:13]([CH3:15])[CH3:14])=[C:5]2[NH:17][C@H:18]1[CH2:23][CH2:22][C@H:21]([NH:24][C:25](=[O:31])[O:26][C:27]([CH3:30])([CH3:29])[CH3:28])[CH2:20][CH2:19]1.CC1(C)C(C)(C)OB([C:40]2[CH:41]=[CH:42][C:43]([C:46]#[N:47])=[N:44][CH:45]=2)O1>>[C:46]([C:43]1[N:44]=[CH:45][C:40]([C:2]2[CH:3]=[C:4]3[C:9](=[CH:10][CH:11]=2)[N:8]=[CH:7][C:6]([C:12](=[O:16])[CH:13]([CH3:15])[CH3:14])=[C:5]3[NH:17][C@H:18]2[CH2:23][CH2:22][C@H:21]([NH:24][C:25](=[O:31])[O:26][C:27]([CH3:30])([CH3:29])[CH3:28])[CH2:20][CH2:19]2)=[CH:41][CH:42]=1)#[N:47]. Reported procedure: Following general procedure D, tert-butyl trans-4-(6-bromo-3-isobutyrylquinolin-4-ylamino)cyclohexylcarbamate (47 mg, 0.093 mmol) was reacted with 5-(4,4,5,5-tetramethyl-1,3,2-dioxaborolan-2-yl)picolinonitrile (26 mg, 0.200 mmol) to afford the crude product (47 mg) as a yellow solid: ESI MS m/z 514 [C30H35N5O3+H]+. As a reaction SMILES: [C:1]([O:4][CH2:5][C:6]1[CH:11]=[C:10]([O:12][CH2:13][C:14]2[CH:19]=[CH:18][CH:17]=[CH:16][CH:15]=2)[C:9](OS(C(F)(F)F)(=O)=O)=[CH:8][N:7]=1)(=[O:3])[CH3:2].C1C=CC(P(C2C=CC3C(=CC=CC=3)C=2C2C3C(=CC=CC=3)C=CC=2P(C2C=CC=CC=2)C2C=CC=CC=2)C2C=CC=CC=2)=CC=1.[Na].[CH3:75][C:76]([SH:79])([CH3:78])[CH3:77]>C1(C)C=CC=CC=1.C([O-])(=O)C.[Pd+2].C([O-])(=O)C>[C:1]([O:4][CH2:5][C:6]1[CH:11]=[C:10]([O:12][CH2:13][C:14]2[CH:15]=[CH:16][CH:17]=[CH:18][CH:19]=2)[C:9]([S:79][C:76]([CH3:78])([CH3:77])[CH3:75])=[CH:8][N:7]=1)(=[O:3])[CH3:2] |f:2.3,5.6.7,^1:73|. Reaction conditions: temperature 80 celsius, time 10 minute. The reagents and catalysts are C(C)(=O)[O-].[Pd+2].C(C)(=O)[O-] (Palladium acetate). Procedure: To a solution of (4-[(phenylmethyl)oxy]-5-{[(trifluoromethyl)sulfonyl]oxy}-2-pyridinyl)methyl acetate (12.15 g, 30 mmol) in toluene (500 ml) was added (R)-(+)-2,2′-bis(diphenylphosphino)-1,1′-binaphthyl (1.87 g, 3 mmol). The reaction mixture was purged with argon. Palladium acetate (663 mg, 3 mmol) was added and the mixture was stirred for 10 minutes. 2-Methyl-2-propanethiol sodium salt (4.69, 41.8 mmol) was added and the reaction mixture was flushed again with argon then heated to 80° C. for 7 ... The product is C(C)(=O)OCC1=NC=C(C(=C1)OCC1=CC=CC=C1)SC(C)(C)C ((5-[(1,1-Dimethylethyl)thio]-4-[(phenylmethyl)oxy]-2-pyridinyl}methyl acetate). Run in C1(=CC=CC=C1)C (toluene). Reactants: C(C)(=O)OCC1=NC=C(C(=C1)OCC1=CC=CC=C1)OS(=O)(=O)C(F)(F)F ((4-[(phenylmethyl)oxy]-5-{[(trifluoromethyl)sulfonyl]oxy}-2-pyridinyl)methyl acetate), C1=CC=C(C=C1)P(C2=CC=CC=C2)C3=C(C4=CC=CC=C4C=C3)C5=C(C=CC6=CC=CC=C65)P(C7=CC=CC=C7)C8=CC=CC=C8 ((R)-(+)-2,2′-bis(diphenylphosphino)-1,1′-binaphthyl), [Na].CC(C)(C)S (2-Methyl-2-propanethiol sodium salt). Reactants: N[C@](C(CO)(F)F)(C)C1=C(C=CC(=C1)Br)F ((R)-3-amino-3-(5-bromo-2-fluoro-phenyl)-2,2-difluoro-butan-1-ol), BrCC(=O)Cl (bromoacetyl chloride). The product is BrCC(=O)N[C@](C(CO)(F)F)(C)C1=C(C=CC(=C1)Br)F (2-Bromo-N—[(R)-1-(5-bromo-2-fluoro-phenyl)-2,2-difluoro-3-hydroxy-1-methyl-propyl]-acetamide). RXN SMILES: [NH2:1][C@@:2]([C:9]1[CH:14]=[C:13]([Br:15])[CH:12]=[CH:11][C:10]=1[F:16])([CH3:8])[C:3]([F:7])([F:6])[CH2:4][OH:5].[Br:17][CH2:18][C:19](Cl)=[O:20]>>[Br:17][CH2:18][C:19]([NH:1][C@@:2]([C:9]1[CH:14]=[C:13]([Br:15])[CH:12]=[CH:11][C:10]=1[F:16])([CH3:8])[C:3]([F:6])([F:7])[CH2:4][OH:5])=[O:20]. Procedure: Prepared in an analogous manner as described for intermediate A15A from (R)-3-amino-3-(5-bromo-2-fluoro-phenyl)-2,2-difluoro-butan-1-ol (intermediate A14B) (2.96 g, 9.93 mmol) and bromoacetyl chloride (1.72 g, 914 μl, 10.9 mmol). Obtained was the title compound as an off-white solid. MS (ISP): m/z=418.0 [(M+H)+], 420.0 [(M+2+H)+] and 422.0 [(M+4+H)+]. The reactants are C(C)(C)(C)OC(N(C1=CC=NC=C1)CCOC1=CC(=CC(=C1)Cl)C(N(C1CCC1)CCC(NC(C)(C)C)=O)=O)=O ((2-{3-[(2-tert-butylcarbamoyl-ethyl)-cyclobutyl-carbamoyl]-5-chloro-phenoxy}-ethyl)-pyridin-4-yl-carbamic acid tert-butyl ester), FC(C(=O)O)(F)F (trifluoroacetic acid). Run in ClCCl (dichloromethane). Conditions: time 64 hour. Yields the product FC(C(=O)O)(F)F.C(C)(C)(C)NC(=O)CCN(C(C1=CC(=CC(=C1)OCCNC1=CC=NC=C1)Cl)=O)C1CCC1 (N-(2-tert-Butylcarbamoyl-ethyl)-3-chloro-N-cyclobutyl-5-[2-(pyridin-4-ylamino)-ethoxy]-benzamide trifluoroacetate). As a reaction SMILES: C(OC(=O)[N:7]([CH2:14][CH2:15][O:16][C:17]1[CH:22]=[C:21]([Cl:23])[CH:20]=[C:19]([C:24](=[O:39])[N:25]([CH2:30][CH2:31][C:32](=[O:38])[NH:33][C:34]([CH3:37])([CH3:36])[CH3:35])[CH:26]2[CH2:29][CH2:28][CH2:27]2)[CH:18]=1)[C:8]1[CH:13]=[CH:12][N:11]=[CH:10][CH:9]=1)(C)(C)C.[F:41][C:42]([F:47])([F:46])[C:43]([OH:45])=[O:44]>ClCCl>[F:41][C:42]([F:47])([F:46])[C:43]([OH:45])=[O:44].[C:34]([NH:33][C:32]([CH2:31][CH2:30][N:25]([CH:26]1[CH2:27][CH2:28][CH2:29]1)[C:24](=[O:39])[C:19]1[CH:18]=[C:17]([O:16][CH2:15][CH2:14][NH:7][C:8]2[CH:9]=[CH:10][N:11]=[CH:12][CH:13]=2)[CH:22]=[C:21]([Cl:23])[CH:20]=1)=[O:38])([CH3:37])([CH3:35])[CH3:36] |f:3.4|. Procedure: A solution of (2-{3-[(2-tert-butylcarbamoyl-ethyl)-cyclobutyl-carbamoyl]-5-chloro-phenoxy}-ethyl)-pyridin-4-yl-carbamic acid tert-butyl ester (0.021 g) in a mixture of dichloromethane (1 ml) and trifluoroacetic acid (1 ml) was stored at room temperature for 64 h and then concentrated under reduced pressure to give the title compound (0.020 g) as a colourless gum.